describe an organic reaction: reactants, conditions, products, and yield From a dataset of the Open Reaction Database (ORD), a public repository of structured organic reaction records. Run in CO (MeOH), CCOC(=O)C (EtOAc), C(Cl)Cl (CH2Cl2). Isolated yield 62.7%. The reactants are CC=1C(=NC=CC1)N(N)C (3-methyl-2-(1-methylhydrazinyl)pyridine), C(CC)P1(OP(OP(O1)(=O)CCC)(=O)CCC)=O (T3P), CCN(C(C)C)C(C)C (DIPEA), FC(C=1C=C(C=C(C1)C(F)(F)F)C1=NN(C=N1)\C=C/C(=O)O)(F)F ((Z)-3-(3-(3,5-bis(trifluoromethyl)phenyl)-1H-1,2,4-triazol-1-yl)acrylic acid). Yields the product FC(C=1C=C(C=C(C1)C(F)(F)F)C1=NN(C=N1)\C=C/C(=O)NN(C1=NC=CC=C1C)C)(F)F ((Z)-3-(3-(3,5-bis(trifluoromethyl)phenyl)-1H-1,2,4-triazol-1-yl)-N′-methyl-N′-(3-methylpyridin-2-yl)acrylohydrazide). RXN SMILES: [F:1][C:2]([F:24])([F:23])[C:3]1[CH:4]=[C:5]([C:13]2[N:17]=[CH:16][N:15](/[CH:18]=[CH:19]\[C:20]([OH:22])=O)[N:14]=2)[CH:6]=[C:7]([C:9]([F:12])([F:11])[F:10])[CH:8]=1.[CH3:25][C:26]1[C:27]([N:32]([CH3:34])[NH2:33])=[N:28][CH:29]=[CH:30][CH:31]=1.C(P1(=O)OP(CCC)(=O)OP(CCC)(=O)O1)CC.CCN(C(C)C)C(C)C>CCOC(C)=O.C(Cl)Cl.CO>[F:1][C:2]([F:23])([F:24])[C:3]1[CH:4]=[C:5]([C:13]2[N:17]=[CH:16][N:15](/[CH:18]=[CH:19]\[C:20]([NH:33][N:32]([CH3:34])[C:27]3[C:26]([CH3:25])=[CH:31][CH:30]=[CH:29][N:28]=3)=[O:22])[N:14]=2)[CH:6]=[C:7]([C:9]([F:12])([F:10])[F:11])[CH:8]=1. Procedure: A 50-mL, 3-necked, round-bottomed flask was charged with a solution of (Z)-3-(3-(3,5-bis(trifluoromethyl)phenyl)-1H-1,2,4-triazol-1-yl)acrylic acid (0.25 g) in EtOAc (20 mL). The solution was cooled to −70° C. and was treated consecutively with 3-methyl-2-(1-methylhydrazinyl)pyridine (0.135 g, 1.0 eq.), T3P (50% in EtOAc; 1.4 mL, 4 eq.) and DIPEA (0.6 mL, 6 eq.). The clear reaction mixture was stirred at −60° C. for 4 hr. The progress of the reaction was followed by TLC analysis using 2.5% MeOH ... Conditions: temperature -70 celsius, time 4 hour. Reactants: NC1=NC(=C2NC=NC2=N1)Cl (2-amino-6-chloropurine), [Na] (Sodium), C(CC)O (propanol), 50W. Procedure details: Sodium (0.68 g, 29.5 mmol Aldrich lot #9621CL) was added in portions to anhydrous propanol (25 mL). Upon complete dissolution 2-amino-6-chloropurine (1 g, 5.9 mmol, Sigma lot #69F4064) was added and the reaction heated in an 85° C. oil bath under a nitrogen atmosphere for 20 hours. The solution was cooled and neutralized with Dowex 50W×12 (H+ form) (BioRad, 140-270 mesh), an acidic ion exchange resin. The resin was filtered, the filtrate collected and adsorbed onto silica gel column and eluted w... Reaction SMILES: [Na].[NH2:2][C:3]1[N:11]=[C:10]2[C:6]([NH:7][CH:8]=[N:9]2)=[C:5](Cl)[N:4]=1.[CH2:13]([OH:16])[CH2:14][CH3:15]>>[NH2:2][C:3]1[N:11]=[C:10]2[C:6]([NH:7][CH:8]=[N:9]2)=[C:5]([O:16][CH2:13][CH2:14][CH3:15])[N:4]=1 |^1:0|. The product is NC1=NC(=C2NC=NC2=N1)OCCC (2-Amino-6-propoxypurine). Conditions: temperature 85 celsius. Starting materials: O (water), ClC1=NC(=NC(=C1)Cl)OC (4,6-dichloro-2-methoxypyrimidine), OC1=CC2=C(NC(O2)=O)C(=C1)C (6-hydroxy-4-methyl-3H-benzoxazol-2-one), C([O-])([O-])=O.[K+].[K+] (potassium carbonate). Run in CN(C)C=O (DMF). Yields the product ClC1=CC(=NC(=N1)OC)OC1=CC2=C(NC(O2)=O)C(=C1)C (6-(6-chloro-2-methoxypyrimidin-4-yloxy)-4-methylbenzo[d]oxazol-2(3H)-one). As a reaction SMILES: Cl[C:2]1[CH:7]=[C:6]([Cl:8])[N:5]=[C:4]([O:9][CH3:10])[N:3]=1.[OH:11][C:12]1[CH:21]=[C:20]([CH3:22])[C:15]2[NH:16][C:17](=[O:19])[O:18][C:14]=2[CH:13]=1.C(=O)([O-])[O-].[K+].[K+].O>CN(C=O)C>[Cl:8][C:6]1[N:5]=[C:4]([O:9][CH3:10])[N:3]=[C:2]([O:11][C:12]2[CH:21]=[C:20]([CH3:22])[C:15]3[NH:16][C:17](=[O:19])[O:18][C:14]=3[CH:13]=2)[CH:7]=1 |f:2.3.4|. Reported procedure: 0.19 g (1.01 mmol) 4,6-dichloro-2-methoxypyrimidine, 0.18 g (1.04 mmol) 6-hydroxy-4-methyl-3H-benzoxazol-2-one and 0.15 g (1.09 mmol) potassium carbonate in 1.5 mL DMF were stirred for 2 h at RT. Then water was added and the precipitate formed was suction filtered, washed and dried. Reactants: Cn1c(S)nnc1-c1cccnc1, CCC(=O)c1ccc2c(c1)CN(CCCCl)C2. The product is CCC(=O)c1ccc2c(c1)CN(CCCSc1nnc(-c3cccnc3)n1C)C2. Reaction SMILES: [CH3:1][n:2]1[c:3]([SH:13])[n:4][n:5][c:6]1-[c:7]1[cH:8][n:9][cH:10][cH:11][cH:12]1.[Cl:14][CH2:15][CH2:16][CH2:17][N:18]1[CH2:19][c:20]2[cH:21][cH:22][c:23]([C:27]([CH2:28][CH3:29])=[O:30])[cH:24][c:25]2[CH2:26]1>>[CH3:1][n:2]1[c:3]([S:13][CH2:15][CH2:16][CH2:17][N:18]2[CH2:19][c:20]3[cH:21][cH:22][c:23]([C:27]([CH2:28][CH3:29])=[O:30])[cH:24][c:25]3[CH2:26]2)[n:4][n:5][c:6]1-[c:7]1[cH:8][n:9][cH:10][cH:11][cH:12]1. Starting materials: OC=1C=C(C(=O)O)C=CC1 (3-hydroxybenzoic acid), C1(CCCCC1)C(O)C1CCCCC1 (dicyclohexylmethanol), C1(=CC=CC=C1)P(C1=CC=CC=C1)C1=CC=CC=C1 (triphenylphosphine), N(=NC(=O)OCC)C(=O)OCC (diethyl azodicarboxylate), resultant mixture. Run in O1CCOCC1 (dioxane), O (water). Conditions: time 2 hour. Product: C1(CCCCC1)C(OC=1C=C(C(=O)O)C=CC1)C1CCCCC1 (3-dicyclohexylmethoxybenzoic acid). Isolated yield 16.6%. RXN SMILES: [OH:1][C:2]1[CH:3]=[C:4]([CH:8]=[CH:9][CH:10]=1)[C:5]([OH:7])=[O:6].[CH:11]1([CH:17]([CH:19]2[CH2:24][CH2:23][CH2:22][CH2:21][CH2:20]2)O)[CH2:16][CH2:15][CH2:14][CH2:13][CH2:12]1.C1(P(C2C=CC=CC=2)C2C=CC=CC=2)C=CC=CC=1.N(C(OCC)=O)=NC(OCC)=O>O.O1CCOCC1>[CH:11]1([CH:17]([CH:19]2[CH2:20][CH2:21][CH2:22][CH2:23][CH2:24]2)[O:1][C:2]2[CH:3]=[C:4]([CH:8]=[CH:9][CH:10]=2)[C:5]([OH:7])=[O:6])[CH2:16][CH2:15][CH2:14][CH2:13][CH2:12]1. Reported procedure: To a solution of 3-hydroxybenzoic acid (1.61 g, 8.2 mmol), dicyclohexylmethanol (1.61 g, 8.2 mmol), triphenylphosphine (2.05 g, 7.82 mmol) and dioxane (35 ml) was added diethyl azodicarboxylate (1.41 ml, 8.94 mmol), and the resultant mixture was refluxed for 3 days. The reaction mixture was allowed to warm up to room temperature, poured into chilled water and extracted with diethyl ether. The organic layer was concentrated, and the residue was dissolved in a mixture of methanol (20 ml), tetrahyd... Reactants: NC1=CC=C(C=C1)N1C2=C(NC(CC1=O)=O)C1=CC=CC=C1C=C2 (5-(4-aminophenyl)-1H-naphtho[1,2-b][1,4]diazepine-2,4(3H,5H)-dione), BrC=1C=C(C=CC1)CS(=O)(=O)Cl ((3-bromophenyl)methanesulfonyl chloride). The product is BrC=1C=C(C=CC1)CS(=O)(=O)NC1=CC=C(C=C1)N1C2=C(NC(CC1=O)=O)C1=CC=CC=C1C=C2 (1-(3-Bromophenyl)-N-[4-(2,4-dioxo-1,2,3,4-tetrahydronaphtho[1,2-b][1,4]diazepin-5-yl)phenyl]methanesulfonamide). Yield: 92.0%. RXN SMILES: [NH2:1][C:2]1[CH:7]=[CH:6][C:5]([N:8]2[C:14](=[O:15])[CH2:13][C:12](=[O:16])[NH:11][C:10]3[C:17]4[C:22]([CH:23]=[CH:24][C:9]2=3)=[CH:21][CH:20]=[CH:19][CH:18]=4)=[CH:4][CH:3]=1.[Br:25][C:26]1[CH:27]=[C:28]([CH2:32][S:33](Cl)(=[O:35])=[O:34])[CH:29]=[CH:30][CH:31]=1>>[Br:25][C:26]1[CH:27]=[C:28]([CH2:32][S:33]([NH:1][C:2]2[CH:7]=[CH:6][C:5]([N:8]3[C:14](=[O:15])[CH2:13][C:12](=[O:16])[NH:11][C:10]4[C:17]5[C:22]([CH:23]=[CH:24][C:9]3=4)=[CH:21][CH:20]=[CH:19][CH:18]=5)=[CH:4][CH:3]=2)(=[O:35])=[O:34])[CH:29]=[CH:30][CH:31]=1. Procedure: By using 5-(4-aminophenyl)-1H-naphtho[1,2-b][1,4]diazepine-2,4(3H,5H)-dione obtained in Example 1, (3), and (3-bromophenyl)methanesulfonyl chloride, the title compound (yield 92%) was obtained in the same manner as that of Example 145. The reactants are COCOC1=CC=C(C=C1)C(C1=C(NC2=CC=CC=C12)S(=O)(=O)N1CCN(CC1)C1=C(C=CC=C1)Cl)C1=CC=C(C=C1)OCOC (3-(Bis[4-(methoxymethoxy)phenyl]methyl)-2-[4-(2-chlorophenyl)piperazinylsulfonyl]indole), Cl.O1CCN(CC1)CCCl (2-morpholinoethylchloride hydrochloride). Yields the product COCOC1=CC=C(C=C1)C(C1=C(N(C2=CC=CC=C12)CCN1CCOCC1)S(=O)(=O)N1CCN(CC1)C1=C(C=CC=C1)Cl)C1=CC=C(C=C1)OCOC (3-{Bis [4-(methoxymethoxy)phenyl]methyl}-2-[4-(2-chlorophenyl)piperazinylsulfonyl]-1-(2-morpholinoethyl)-indole). As a reaction SMILES: [CH3:1][O:2][CH2:3][O:4][C:5]1[CH:10]=[CH:9][C:8]([CH:11]([C:37]2[CH:42]=[CH:41][C:40]([O:43][CH2:44][O:45][CH3:46])=[CH:39][CH:38]=2)[C:12]2[C:20]3[C:15](=[CH:16][CH:17]=[CH:18][CH:19]=3)[NH:14][C:13]=2[S:21]([N:24]2[CH2:29][CH2:28][N:27]([C:30]3[CH:35]=[CH:34][CH:33]=[CH:32][C:31]=3[Cl:36])[CH2:26][CH2:25]2)(=[O:23])=[O:22])=[CH:7][CH:6]=1.Cl.[O:48]1[CH2:53][CH2:52][N:51]([CH2:54][CH2:55]Cl)[CH2:50][CH2:49]1>>[CH3:1][O:2][CH2:3][O:4][C:5]1[CH:10]=[CH:9][C:8]([CH:11]([C:37]2[CH:38]=[CH:39][C:40]([O:43][CH2:44][O:45][CH3:46])=[CH:41][CH:42]=2)[C:12]2[C:20]3[C:15](=[CH:16][CH:17]=[CH:18][CH:19]=3)[N:14]([CH2:55][CH2:54][N:51]3[CH2:52][CH2:53][O:48][CH2:49][CH2:50]3)[C:13]=2[S:21]([N:24]2[CH2:29][CH2:28][N:27]([C:30]3[CH:35]=[CH:34][CH:33]=[CH:32][C:31]=3[Cl:36])[CH2:26][CH2:25]2)(=[O:22])=[O:23])=[CH:7][CH:6]=1 |f:1.2|. Procedure: Substantially the same procedure as in Example 243 was repeated using Compound 241 (1.1 g, 1.66 mmol) obtained in Example 242 and 2-morpholinoethylchloride hydrochloride (310 mg, 1.66 mmol) to give 1.3 g (quantitative) of the title compound. The reactants are [OH-].[K+] (potassium hydroxide), COC(C(C)(C1=CSC=C1)C)=O (2 -methyl-2-(3-thienyl)propionic acid methyl ester). The solvent is O.C(C)O (water ethanol). Product: CC(C(=O)O)(C)C1=CSC=C1 (2-methyl-2-(3-thienyl)propionic acid). As a reaction SMILES: C[O:2][C:3](=[O:12])[C:4]([CH3:11])([C:6]1[CH:10]=[CH:9][S:8][CH:7]=1)[CH3:5].[OH-].[K+]>O.C(O)C>[CH3:11][C:4]([C:6]1[CH:10]=[CH:9][S:8][CH:7]=1)([CH3:5])[C:3]([OH:12])=[O:2] |f:1.2,3.4|. Procedure: The 2 -methyl-2-(3-thienyl)propionic acid methyl ester obtained in the foregoing Example 7 was added to a water:ethanol (1:4) solution (200 ml) of potassium hydroxide (18.5 g). Then the mixture was refluxed under heating for one hour and concentrated under reduced pressure, followed by a further addition of water thereto. Then the mixture was washed with dichloromethane (100 ml). The aqueous layer was acidified with diluted hydrochloric acid and the liberated carboxylic acid was extracted with d...